Task: describe an organic reaction: reactants, conditions, products, and yield. Dataset: the Open Reaction Database (ORD), a public repository of structured organic reaction records Reactants: COc1ccc2ncc(=O)n(CCN3CCC(N(Cc4nc5c(cc4Cl)SCC(=O)N5C)C(=O)OC(C)(C)C)CC3)c2c1, ClC(Cl)Cl, O=C(O)C(F)(F)F. Yields the product COc1ccc2ncc(=O)n(CCN3CCC(NCc4nc5c(cc4Cl)SCC(=O)N5C)CC3)c2c1. As a reaction SMILES: [C:1]([O:2][C:3](=[O:4])[N:7]([CH:8]1[CH2:9][CH2:10][N:11]([CH2:14][CH2:15][n:16]2[c:17](=[O:28])[cH:18][n:19][c:20]3[cH:21][cH:22][c:23]([O:26][CH3:27])[cH:24][c:25]23)[CH2:12][CH2:13]1)[CH2:29][c:30]1[c:31]([Cl:42])[cH:32][c:33]2[c:38]([n:39]1)[N:37]([CH3:40])[C:36](=[O:41])[CH2:35][S:34]2)([CH3:5])([CH3:6])[CH3:43].[CH:51]([Cl:52])([Cl:53])[Cl:54].[OH:44][C:45]([C:46]([F:47])([F:48])[F:49])=[O:50]>>[NH:7]([CH:8]1[CH2:9][CH2:10][N:11]([CH2:14][CH2:15][n:16]2[c:17](=[O:28])[cH:18][n:19][c:20]3[cH:21][cH:22][c:23]([O:26][CH3:27])[cH:24][c:25]23)[CH2:12][CH2:13]1)[CH2:29][c:30]1[c:31]([Cl:42])[cH:32][c:33]2[c:38]([n:39]1)[N:37]([CH3:40])[C:36](=[O:41])[CH2:35][S:34]2. Starting materials: FC(S(=O)(=O)OC1=C2C(CC(OC2=CC(=C1C=O)C(C)C)(C)C)=O)(F)F (6-Formyl-7-isopropyl-2,2-dimethyl-4-oxo-3,4-dihydro-2H-chromen-5-yl trifluoromethanesulfonate), C1(=CCCC1)B(O)O (cyclopent-1-en-1-ylboronic acid), P(=O)([O-])([O-])[O-].[K+].[K+].[K+] (potassium phosphate), [Cl-].[NH4+] (ammonium chloride). Reagents/catalysts: C=1C=CC(=CC1)[P](C=2C=CC=CC2)(C=3C=CC=CC3)[Pd]([P](C=4C=CC=CC4)(C=5C=CC=CC5)C=6C=CC=CC6)([P](C=7C=CC=CC7)(C=8C=CC=CC8)C=9C=CC=CC9)[P](C=1C=CC=CC1)(C=1C=CC=CC1)C=1C=CC=CC1 (tetrakis(triphenylphosphine)palladium). Run in O1CCOCC1 (dioxane). The product is C1(=CCCC1)C1=C2C(CC(OC2=CC(=C1C=O)C(C)C)(C)C)=O (5-Cyclopent-1-en-1-yl-7-isopropyl-2,2-dimethyl-4-oxochroman-6-carbaldehyde). Reaction SMILES: FC(F)(F)S(O[C:7]1[C:16]([CH:17]=[O:18])=[C:15]([CH:19]([CH3:21])[CH3:20])[CH:14]=[C:13]2[C:8]=1[C:9](=[O:24])[CH2:10][C:11]([CH3:23])([CH3:22])[O:12]2)(=O)=O.[C:27]1(B(O)O)[CH2:31][CH2:30][CH2:29][CH:28]=1.P([O-])([O-])([O-])=O.[K+].[K+].[K+].[Cl-].[NH4+]>O1CCOCC1.C1C=CC([P]([Pd]([P](C2C=CC=CC=2)(C2C=CC=CC=2)C2C=CC=CC=2)([P](C2C=CC=CC=2)(C2C=CC=CC=2)C2C=CC=CC=2)[P](C2C=CC=CC=2)(C2C=CC=CC=2)C2C=CC=CC=2)(C2C=CC=CC=2)C2C=CC=CC=2)=CC=1>[C:27]1([C:7]2[C:16]([CH:17]=[O:18])=[C:15]([CH:19]([CH3:20])[CH3:21])[CH:14]=[C:13]3[C:8]=2[C:9](=[O:24])[CH2:10][C:11]([CH3:23])([CH3:22])[O:12]3)[CH2:31][CH2:30][CH2:29][CH:28]=1 |f:2.3.4.5,6.7,^1:54,56,75,94|. Reported procedure: A solution of 550 mg (1.39 mmol) of 6-formyl-7-isopropyl-2,2-dimethyl-4-oxo-3,4-dihydro-2H-chromen-5-yl trifluoromethanesulfonate (Example 19A), 202 mg (1.81 mmol) of cyclopent-1-en-1-ylboronic acid, 112 mg (100 μmol) of tetrakis(triphenylphosphine)palladium and 503 mg (2.37 mmol) of potassium phosphate in 8 ml of degassed dioxane and stirred at 100° C. overnight. After cooling to room temperature, ammonium chloride solution is added and the mixture is extracted twice with ethyl acetate. The com...